This data is from the Open Reaction Database (ORD), a public repository of structured organic reaction records. The task is: describe an organic reaction: reactants, conditions, products, and yield Starting materials: N1=CC=CC=C1 (Pyridine), ice methanol, ClS(=O)(=O)N=C=O (chlorosulfonyl isocyanate), ice methanol, C(C)(C)(C)O (t-butyl alcohol), [OH-].[NH4+] (Ammonium hydroxide), ice methanol. Run in O (H2O), C1(=CC=CC=C1)C (toluene). Reaction conditions: temperature 0 celsius, time 20 minute. The product is C(C)(C)(C)OC(=O)NS(=O)(=O)N (N-(t-Butoxycarbonyl)sulfamide). RXN SMILES: Cl[S:2]([N:5]=[C:6]=[O:7])(=[O:4])=[O:3].[C:8]([OH:12])([CH3:11])([CH3:10])[CH3:9].[N:13]1C=CC=CC=1.[OH-].[NH4+]>C1(C)C=CC=CC=1.O>[C:8]([O:12][C:6]([NH:5][S:2]([NH2:13])(=[O:4])=[O:3])=[O:7])([CH3:11])([CH3:10])[CH3:9] |f:3.4|. Procedure details: To chlorosulfonyl isocyanate (2.45 mL, 28 mmol) in toluene (38 mL) at −10° C. (ice/methanol bath) was added t-butyl alcohol (2.66 mL, 28 mmol) dropwise. The resulting solution was stirred at 0° C. (ice bath) for 20 min. Pyridine (5.0 mL, 62 mmol) was added dropwise with the ice/methanol bath at −15° C. to −10° C. The resulting mixture was stirred with ice bath at 0° C. for 40 min. Ammonium hydroxide (28%, 10 mL, 163 mmol) was then added dropwise with the ice/methanol bath at −10° C., followed by... Reactants: COc1cc2ncnc(Oc3ccc(N)cc3)c2cc1OC, Cc1ccccc1, CCO, O=S(Cl)Cl, O=C(Cl)CCCc1ccccc1, O=C(CCCc1ccccc1)N=C=S, O=C(O)CCCc1ccccc1. Product: COc1cc2ncnc(Oc3ccc(NC(=S)NC(=O)CCCc4ccccc4)cc3)c2cc1OC. RXN SMILES: [CH3:29][O:30][c:31]1[cH:32][c:33]2[c:34]([O:43][c:44]3[cH:45][cH:46][c:47]([NH2:48])[cH:49][cH:50]3)[n:35][cH:36][n:37][c:38]2[cH:39][c:40]1[O:41][CH3:42].[CH3:65][c:66]1[cH:67][cH:68][cH:69][cH:70][cH:71]1.[CH3:72][CH2:73][OH:74].[S:1]([Cl:2])([Cl:3])=[O:4].[c:17]1([CH2:18][CH2:19][CH2:20][C:21]([Cl:22])=[O:23])[cH:24][cH:25][cH:26][cH:27][cH:28]1.[c:51]1([CH2:57][CH2:58][CH2:59][C:60](=[O:61])[N:62]=[C:63]=[S:64])[cH:52][cH:53][cH:54][cH:55][cH:56]1.[c:5]1([CH2:6][CH2:7][CH2:8][C:9]([OH:10])=[O:11])[cH:12][cH:13][cH:14][cH:15][cH:16]1>>[CH3:29][O:30][c:31]1[cH:32][c:33]2[c:34]([O:43][c:44]3[cH:45][cH:46][c:47]([NH:48][C:63]([NH:62][C:60]([CH2:59][CH2:58][CH2:57][c:51]4[cH:52][cH:53][cH:54][cH:55][cH:56]4)=[O:61])=[S:64])[cH:49][cH:50]3)[n:35][cH:36][n:37][c:38]2[cH:39][c:40]1[O:41][CH3:42]. Reactants: ClC(Cl)Cl, O=[N+]([O-])O, CCCOc1ccc2c(O)cc(=O)oc2c1. Product: CCCOc1ccc2c(O)c([N+](=O)[O-])c(=O)oc2c1. Reaction SMILES: [CH:21]([Cl:22])([Cl:23])[Cl:24].[OH:1][N+:2]([O-:3])=[O:4].[OH:5][c:6]1[cH:7][c:8](=[O:20])[o:9][c:10]2[cH:11][c:12]([O:16][CH2:17][CH2:18][CH3:19])[cH:13][cH:14][c:15]12>>[O-:1][N+:2](=[O:4])[c:7]1[c:6]([OH:5])[c:15]2[c:10]([o:9][c:8]1=[O:20])[cH:11][c:12]([O:16][CH2:17][CH2:18][CH3:19])[cH:13][cH:14]2. The reactants are COC[C@H]1NCCC1 ((s)-2-methoxymethyl-pyrrolidine), C(#N)C1=CNC2=CC=C(C=C12)CCNC(C1=CC=C(C=C1)C1=NC(=NC=C1)Cl)=O (N-[2-(3-Cyano-1H-indol-5-yl)-ethyl]-4-[2-chloro-pyrimidin-4-yl]-benzamide). Product: C(#N)C1=CNC2=CC=C(C=C12)CCNC(C1=CC=C(C=C1)C1=NC(=NC=C1)N1[C@@H](CCC1)COC)=O (N-[2-(3-cyano-1H-indol-5-yl)-ethyl]-4-[2-((s)-2-methoxymethyl-pyrrolidin-1-yl)-pyrimidin-4-yl]-benzamide). Reaction SMILES: [CH3:1][O:2][CH2:3][C@@H:4]1[CH2:8][CH2:7][CH2:6][NH:5]1.[C:9]([C:11]1[C:19]2[C:14](=[CH:15][CH:16]=[C:17]([CH2:20][CH2:21][NH:22][C:23](=[O:37])[C:24]3[CH:29]=[CH:28][C:27]([C:30]4[CH:35]=[CH:34][N:33]=[C:32](Cl)[N:31]=4)=[CH:26][CH:25]=3)[CH:18]=2)[NH:13][CH:12]=1)#[N:10]>>[C:9]([C:11]1[C:19]2[C:14](=[CH:15][CH:16]=[C:17]([CH2:20][CH2:21][NH:22][C:23](=[O:37])[C:24]3[CH:29]=[CH:28][C:27]([C:30]4[CH:35]=[CH:34][N:33]=[C:32]([N:5]5[CH2:6][CH2:7][CH2:8][C@H:4]5[CH2:3][O:2][CH3:1])[N:31]=4)=[CH:26][CH:25]=3)[CH:18]=2)[NH:13][CH:12]=1)#[N:10]. Reported procedure: Using (s)-2-methoxymethyl-pyrrolidine and N-[2-(3-Cyano-1H-indol-5-yl)-ethyl]-4-[2-chloro-pyrimidin-4-yl]-benzamide (reference example 1az) as substrates. MS (ion spray) m/z 481 (M+H)+. Starting materials: NC1=CC=CC=C1 (aniline), NC(=O)N (urea), C12CN(CC(CC1)O2)C2=C1C(=NC(=N2)C2=CC=C(C=C2)NC(=O)NCC)N(N=C1)C1CCN(CC1)C(=O)OCC (ethyl 4-(4-(8-oxa-3-azabicyclo[3.2.1]octan-3-yl)-6-(4-(3-ethylureido)phenyl)-1H-pyrazolo[3,4-d]pyrimidin-1-yl)piperidine-1-carboxylate), C1(=CC=C(C=C1)N)N (1,4-phenylenediamine). Yields the product C12CN(CC(CC1)O2)C2=C1C(=NC(=N2)C2=CC=C(C=C2)NC(=O)NC2=CC=C(C=C2)N)N(N=C1)C (1-(4-(4-(8-oxa-3-azabicyclo[3.2.1]octan-3-yl)-1-methyl-1H-pyrazolo[3,4-d]pyrimidin-6-yl)phenyl)-3-(4-aminophenyl)urea). RXN SMILES: NC(N)=O.[CH:5]12[O:12][CH:9]([CH2:10][CH2:11]1)[CH2:8][N:7]([C:13]1[N:18]=[C:17]([C:19]3[CH:24]=[CH:23][C:22]([NH:25][C:26]([NH:28][CH2:29][CH3:30])=[O:27])=[CH:21][CH:20]=3)[N:16]=[C:15]3[N:31]([CH:34]4CCN(C(OCC)=O)CC4)[N:32]=[CH:33][C:14]=13)[CH2:6]2.C1(N)C=[CH:49][C:48]([NH2:51])=[CH:47][CH:46]=1.NC1C=CC=CC=1>>[CH:9]12[O:12][CH:5]([CH2:11][CH2:10]1)[CH2:6][N:7]([C:13]1[N:18]=[C:17]([C:19]3[CH:20]=[CH:21][C:22]([NH:25][C:26]([NH:28][C:29]4[CH:30]=[CH:49][C:48]([NH2:51])=[CH:47][CH:46]=4)=[O:27])=[CH:23][CH:24]=3)[N:16]=[C:15]3[N:31]([CH3:34])[N:32]=[CH:33][C:14]=13)[CH2:8]2. Procedure: A urea formation procedure similar to that used for the synthesis of ethyl 4-(4-(8-oxa-3-azabicyclo[3.2.1]octan-3-yl)-6-(4-(3-ethylureido)phenyl)-1H-pyrazolo[3,4-d]pyrimidin-1-yl)piperidine-1-carboxylate is used, utilizing 1,4-phenylenediamine as the aniline component. (25%, MS=471.2 (M+H)) Starting materials: ClC1=C(C=CC=2C(N(CCOC21)C)=O)OC=2C=C(C=C(C2)O[C@@H]2COCC2)C(=O)NC2=NN(C=C2)C(=O)OC(C)(C)C (1,1-Dimethylethyl 3-[({3-[(9-chloro-4-methyl-5-oxo-2,3,4,5-tetrahydro-1,4-benzoxazepin-8-yl)oxy]-5-[(3S)-tetrahydrofuran-3-yloxy]phenyl}carbonyl)amino]-1H-pyrazole-1-carboxylate), C(=O)[O-].[NH4+] (ammonium formate). Reagents/catalysts: [Pd] (palladium on charcoal). The solvent is C(C)O (ethanol). Conditions: temperature 140 celsius. Product: CN1CCOC2=C(C1=O)C=CC(=C2)OC=2C=C(C(=O)NC1=NNC=C1)C=C(C2)O[C@@H]2COCC2 (3-[(4-Methyl-5-oxo-2,3,4,5-tetrahydro-1,4-benzoxazepin-8-yl)oxy]-N-1H-pyrazol-3-yl-5-[(3S)-tetrahydrofuran-3-yloxy]benzamide). Yield: 76.0%. As a reaction SMILES: Cl[C:2]1[C:12]2[O:11][CH2:10][CH2:9][N:8]([CH3:13])[C:7](=[O:14])[C:6]=2[CH:5]=[CH:4][C:3]=1[O:15][C:16]1[CH:17]=[C:18]([C:28]([NH:30][C:31]2[CH:35]=[CH:34][N:33](C(OC(C)(C)C)=O)[N:32]=2)=[O:29])[CH:19]=[C:20]([O:22][C@H:23]2[CH2:27][CH2:26][O:25][CH2:24]2)[CH:21]=1.C([O-])=O.[NH4+]>C(O)C.[Pd]>[CH3:13][N:8]1[C:7](=[O:14])[C:6]2[CH:5]=[CH:4][C:3]([O:15][C:16]3[CH:17]=[C:18]([CH:19]=[C:20]([O:22][C@H:23]4[CH2:27][CH2:26][O:25][CH2:24]4)[CH:21]=3)[C:28]([NH:30][C:31]3[CH:35]=[CH:34][NH:33][N:32]=3)=[O:29])=[CH:2][C:12]=2[O:11][CH2:10][CH2:9]1 |f:1.2|. Procedure: 1,1-Dimethylethyl 3-[({3-[(9-chloro-4-methyl-5-oxo-2,3,4,5-tetrahydro-1,4-benzoxazepin-8-yl)oxy]-5-[(3S)-tetrahydrofuran-3-yloxy]phenyl}carbonyl)amino]-1H-pyrazole-1-carboxylate (107 mg, 0.17 mmol) was dissolved in ethanol (4 mL) and ammonium formate (125 mg, 1.7 mmol) was added in one portion. The reaction was blanketed with argon and 10% palladium on charcoal (30 mg) was added. The mixture was heated to 140° C. for 15 minutes in a microwave reactor then the mixture filtered through diatomaceou... Procedure: The reaction of 6-(3-Hydroxypropyl)-9-methoxy-4-(2-methoxyphenyl)pyrrolo[3,4-c]carbazole-1,3(2H,6H)-dione (V; Ar=2-methoxyphenyl, R10═CH2CH2CH2OH) (100) prepared as described in example 53 with BBr3 using the procedure described in example 80 gave 9-Hydroxy-4-(2-hydroxyphenyl)-6-(3-hydroxypropyl)pyrrolo[3,4-c]carbazole-1,3(2H,6H)-dione (VI; Ar=2-hydroxyphenyl, R10═CH2CH2CH2OH) (101) in an 82% yield as an orange powder, mp 306–309° C. 1H NMR δ [(CD3)2SO] 10.90 (br, 1H), 9.40 (br, 1H), 8.38 (d, J=... The reactants are B(Br)(Br)Br (BBr3), OCCCN1C=2C=CC(=CC2C=2C3=C(C(=CC12)C1=C(C=CC=C1)OC)C(NC3=O)=O)OC (6-(3-Hydroxypropyl)-9-methoxy-4-(2-methoxyphenyl)pyrrolo[3,4-c]carbazole-1,3(2H,6H)-dione), ( 100 ). Product: OC1=CC=2C=3C4=C(C(=CC3N(C2C=C1)CCCO)C1=C(C=CC=C1)O)C(NC4=O)=O (9-Hydroxy-4-(2-hydroxyphenyl)-6-(3-hydroxypropyl)pyrrolo[3,4-c]carbazole-1,3(2H,6H)-dione), VI. Yield: 82.0%. As a reaction SMILES: [OH:1][CH2:2][CH2:3][CH2:4][N:5]1[C:17]2[CH:16]=[C:15]([C:18]3[CH:23]=[CH:22][CH:21]=[CH:20][C:19]=3[O:24]C)[C:14]3[C:26](=[O:30])[NH:27][C:28](=[O:29])[C:13]=3[C:12]=2[C:11]2[CH:10]=[C:9]([O:31]C)[CH:8]=[CH:7][C:6]1=2.B(Br)(Br)Br>>[OH:31][C:9]1[CH:8]=[CH:7][C:6]2[N:5]([CH2:4][CH2:3][CH2:2][OH:1])[C:17]3[CH:16]=[C:15]([C:18]4[CH:23]=[CH:22][CH:21]=[CH:20][C:19]=4[OH:24])[C:14]4[C:26](=[O:30])[NH:27][C:28](=[O:29])[C:13]=4[C:12]=3[C:11]=2[CH:10]=1. Starting materials: [Al+3], C1CCOC1, O=C(O)c1cccc(-c2ccc(C(F)(F)F)cc2)c1, [H-], [H-], [H-], [H-], [Li+]. Product: OCc1cccc(-c2ccc(C(F)(F)F)cc2)c1. As a reaction SMILES: [Al+3:21].[CH2:26]1[O:27][CH2:28][CH2:29][CH2:30]1.[F:1][C:2]([c:3]1[cH:4][cH:5][c:6](-[c:9]2[cH:10][c:11]([C:12](=[O:13])[OH:14])[cH:15][cH:16][cH:17]2)[cH:7][cH:8]1)([F:18])[F:19].[H-:20].[H-:23].[H-:24].[H-:25].[Li+:22]>>[F:1][C:2]([c:3]1[cH:4][cH:5][c:6](-[c:9]2[cH:10][c:11]([CH2:12][OH:13])[cH:15][cH:16][cH:17]2)[cH:7][cH:8]1)([F:18])[F:19]. The reactants are C(C1=CC=CC=C1)OC1=CC=C(C(=O)NC=2C=C(C(=O)NC3=CC(=CC=C3)N(C)C)C=CC2C)C=C1 (3-(4-benzyloxybenzamido)-N-(3-dimethylaminophenyl)-4-methylbenzamide), C(=O)[O-].[NH4+] (ammonium formate). The reagents and catalysts are [Pd] (palladium-on-carbon). The solvent is CO (methanol). Yields the product CN(C=1C=C(C=CC1)NC(C1=CC(=C(C=C1)C)NC(C1=CC=C(C=C1)O)=O)=O)C (N-(3-dimethylaminophenyl)-3-(4-hydroxybenzamido)-4-methylbenzamide). Yield: 56.4%. RXN SMILES: C([O:8][C:9]1[CH:36]=[CH:35][C:12]([C:13]([NH:15][C:16]2[CH:17]=[C:18]([CH:31]=[CH:32][C:33]=2[CH3:34])[C:19]([NH:21][C:22]2[CH:27]=[CH:26][CH:25]=[C:24]([N:28]([CH3:30])[CH3:29])[CH:23]=2)=[O:20])=[O:14])=[CH:11][CH:10]=1)C1C=CC=CC=1.C([O-])=O.[NH4+]>[Pd].CO>[CH3:30][N:28]([CH3:29])[C:24]1[CH:23]=[C:22]([NH:21][C:19](=[O:20])[C:18]2[CH:31]=[CH:32][C:33]([CH3:34])=[C:16]([NH:15][C:13](=[O:14])[C:12]3[CH:11]=[CH:10][C:9]([OH:8])=[CH:36][CH:35]=3)[CH:17]=2)[CH:27]=[CH:26][CH:25]=1 |f:1.2|. Reported procedure: Using an analogous procedure to that described in the last paragraph of the portion of Example 1 which is concerned with the preparation of starting materials, a mixture of 3-(4-benzyloxybenzamido)-N-(3-dimethylaminophenyl)-4-methylbenzamide (0.227 g), 10% palladium-on-carbon (0.028 g), ammonium formate (0.37 g) and methanol (20 ml) was stirred and heated to reflux for 1.5 hours. The mixture was cooled to ambient temperature and filtered through diatomaceous earth. The filtrate was evaporated an... Run at time 5 day. Procedure details: A solution of the compound of Example 15 (300 mg, 0.25 mmol) in DI water (10 mL) is treated with gadolinium acetate (212 mg, 0.52 mmol) at ambient temperature, while the pH is maintained at 5.6-6.0 using 1N ammonium hydroxide solution. When the pH becomes steady, the temperature is elevated to 50° C., and the mixture is stirred for 5 days. The solvent is removed by rotary evaporation, and the residue reconcentrated from DI water (5×200 mL). The crude complex is desalted using preparative HPLC to... RXN SMILES: [CH3:1][O:2][CH2:3][CH2:4][O:5][CH2:6][CH2:7][N:8]1[CH2:19][CH2:18][N:17]([CH2:20][C:21]([OH:23])=[O:22])[CH2:16][CH2:15][N:14]([CH:24]([CH:28]([N:32]2[CH2:43][CH2:42][N:41]([CH2:44][C:45]([OH:47])=[O:46])[CH2:40][CH2:39][N:38]([CH2:48][CH2:49][O:50][CH2:51][CH2:52][O:53][CH3:54])[CH2:37][CH2:36][N:35]([CH2:55][C:56]([OH:58])=[O:57])[CH2:34][CH2:33]2)[C:29]([OH:31])=[O:30])[C:25]([OH:27])=[O:26])[CH2:13][CH2:12][N:11]([CH2:59][C:60]([OH:62])=[O:61])[CH2:10][CH2:9]1.C([O-])(=O)C.[Gd+3:67].C([O-])(=O)C.C([O-])(=O)C.[OH-].[NH4+]>O>[CH3:54][O:53][CH2:52][CH2:51][O:50][CH2:49][CH2:48][N:38]1[CH2:39][CH2:40][N:41]([CH2:44][C:45]([OH:47])=[O:46])[CH2:42][CH2:43][N:32]([CH:28]([CH:24]([N:14]2[CH2:13][CH2:12][N:11]([CH2:59][C:60]([OH:62])=[O:61])[CH2:10][CH2:9][N:8]([CH2:7][CH2:6][O:5][CH2:4][CH2:3][O:2][CH3:1])[CH2:19][CH2:18][N:17]([CH2:20][C:21]([OH:23])=[O:22])[CH2:16][CH2:15]2)[C:25]([OH:27])=[O:26])[C:29]([OH:31])=[O:30])[CH2:33][CH2:34][N:35]([CH2:55][C:56]([OH:58])=[O:57])[CH2:36][CH2:37]1.[Gd:67].[Gd:67] |f:1.2.3.4,5.6,8.9.10|. The reactants are COCCOCCN1CCN(CCN(CCN(CC1)CC(=O)O)C(C(=O)O)C(C(=O)O)N1CCN(CCN(CCN(CC1)CC(=O)O)CCOCCOC)CC(=O)O)CC(=O)O (2,3-Bis[7-(2-(2-methoxyethoxy)ethyl)-4,10-dicarboxymethyl-1,4,7,10-tetraazacyclododecan-1-yl]butan-1,4-dioic acid), C(C)(=O)[O-].[Gd+3].C(C)(=O)[O-].C(C)(=O)[O-] (gadolinium acetate), [OH-].[NH4+] (ammonium hydroxide). Run in O (DI water). Yields the product COCCOCCN1CCN(CCN(CCN(CC1)CC(=O)O)C(C(=O)O)C(C(=O)O)N1CCN(CCN(CCN(CC1)CC(=O)O)CCOCCOC)CC(=O)O)CC(=O)O.[Gd].[Gd] (Bisgadolinium-2,3-bis[7-(2-(2-methoxyethoxy)ethyl)-4,10-dicarboxymethyl-1,4,7,10-tetraazacyclododecan-1-yl]butan-1,4-dioic acid).